From a dataset of the Open Reaction Database (ORD), a public repository of structured organic reaction records. describe an organic reaction: reactants, conditions, products, and yield Reactants: CC(=O)OC(C)=O, CN(C)c1ccncc1, c1ccncc1, Oc1cc(-c2ccc3ncsc3c2)cnc1Cl. Product: CC(=O)Oc1cc(-c2ccc3ncsc3c2)cnc1Cl. RXN SMILES: [CH3:18][C:19](=[O:20])[O:21][C:22](=[O:23])[CH3:24].[CH3:25][N:26]([c:27]1[cH:28][cH:29][n:30][cH:31][cH:32]1)[CH3:33].[cH:34]1[cH:35][cH:36][n:37][cH:38][cH:39]1.[s:1]1[cH:2][n:3][c:4]2[c:5]1[cH:6][c:7](-[c:10]1[cH:11][c:12]([OH:17])[c:13]([Cl:16])[n:14][cH:15]1)[cH:8][cH:9]2>>[s:1]1[cH:2][n:3][c:4]2[c:5]1[cH:6][c:7](-[c:10]1[cH:11][c:12]([O:17][C:19]([CH3:18])=[O:20])[c:13]([Cl:16])[n:14][cH:15]1)[cH:8][cH:9]2. Reactants: product, Cl (hydrochloric acid), C1=C(C=CC2=CC=CC=C12)S(=O)(=O)Cl (2-naphthylsulphonyl chloride), C([O-])(O)=O.[Na+] (sodium bicarbonate), S(=O)(=O)(O)[O-].[K+] (potassium hydrogen sulphate), N[C@H](CN1C(CC2=CC=CC=C12)=O)CO (1-[(R)-2-amino-3-hydroxypropyl]-2-indolinone), [OH-].[Na+] (sodium hydroxide). Solvent: CO (methanol), O1CCOCC1 (dioxan), O (water). Conditions: time 8 hour. Product: OC[C@@H](CN1C(CC2=CC=CC=C12)=O)NS(=O)(=O)C1=CC2=CC=CC=C2C=C1 (N-[(R)-2-hydroxy-1-(2-oxo-1-indolinylmethyl)ethyl]-2-naphthylsulfonamide). Isolated yield 74.4%. Reaction SMILES: Cl.[NH2:2][C@@H:3]([CH2:15][OH:16])[CH2:4][N:5]1[C:13]2[C:8](=[CH:9][CH:10]=[CH:11][CH:12]=2)[CH2:7][C:6]1=[O:14].[OH-].[Na+].C(=O)(O)[O-].[Na+].[CH:24]1[C:33]2[C:28](=[CH:29][CH:30]=[CH:31][CH:32]=2)[CH:27]=[CH:26][C:25]=1[S:34](Cl)(=[O:36])=[O:35].S([O-])(O)(=O)=O.[K+]>CO.O.O1CCOCC1>[OH:16][CH2:15][C@H:3]([NH:2][S:34]([C:25]1[CH:26]=[CH:27][C:28]2[C:33](=[CH:32][CH:31]=[CH:30][CH:29]=2)[CH:24]=1)(=[O:36])=[O:35])[CH2:4][N:5]1[C:13]2[C:8](=[CH:9][CH:10]=[CH:11][CH:12]=2)[CH2:7][C:6]1=[O:14] |f:2.3,4.5,7.8|. Procedure details: A solution of 2.5 g of the product from b) in 30 ml of methanol is treated with 36 ml of 2N hydrochloric acid and stirred overnight. After evaporation of the solvent the residue is azeotroped with toluene. 1.56 g of the resulting 1-[(R)-2-amino-3-hydroxypropyl]-2-indolinone are dissolved in 2 equivalents of 1N sodium hydroxide solution. Thereto there are added 0.8 g of sodium bicarbonate in 8.1 ml of water and subsequently a solution of 1.46 g of 2-naphthylsulphonyl chloride in 28 ml of dioxan a... Starting materials: O=C(NCCCC1CC1)c1ccc(N2CCNCC2)nn1, O=C(Cl)c1ccc(F)cc1C(F)(F)F. Yields the product O=C(NCCCC1CC1)c1ccc(N2CCN(C(=O)c3ccc(F)cc3C(F)(F)F)CC2)nn1. RXN SMILES: [CH:15]1([CH2:18][CH2:19][CH2:20][NH:21][C:22](=[O:23])[c:24]2[n:25][n:26][c:27]([N:30]3[CH2:31][CH2:32][NH:33][CH2:34][CH2:35]3)[cH:28][cH:29]2)[CH2:16][CH2:17]1.[F:1][c:2]1[cH:3][c:4]([C:11]([F:12])([F:13])[F:14])[c:5]([C:6](=[O:7])[Cl:8])[cH:9][cH:10]1>>[F:1][c:2]1[cH:3][c:4]([C:11]([F:12])([F:13])[F:14])[c:5]([C:6](=[O:7])[N:33]2[CH2:32][CH2:31][N:30]([c:27]3[n:26][n:25][c:24]([C:22]([NH:21][CH2:20][CH2:19][CH2:18][CH:15]4[CH2:16][CH2:17]4)=[O:23])[cH:29][cH:28]3)[CH2:35][CH2:34]2)[cH:9][cH:10]1. The reactants are FC1=C(C=C(CNC(=O)C2=CC(=NC=N2)C(=O)OC)C=C1)C (methyl 6-(4-fluoro-3-methylbenzylcarbamoyl)pyrimidine-4-carboxylate), [OH-].[Na+] (NaOH). The solvent is O (water), C(C)O (ethanol). Reaction conditions: time 3 hour. Product: FC1=C(C=C(CNC(=O)C2=CC(=NC=N2)C(=O)O)C=C1)C (6-(4-Fluoro-3-methylbenzylcarbamoyl)pyrimdine-4-carboxylic acid). As a reaction SMILES: [F:1][C:2]1[CH:21]=[CH:20][C:5]([CH2:6][NH:7][C:8]([C:10]2[N:15]=[CH:14][N:13]=[C:12]([C:16]([O:18]C)=[O:17])[CH:11]=2)=[O:9])=[CH:4][C:3]=1[CH3:22].[OH-].[Na+]>C(O)C.O>[F:1][C:2]1[CH:21]=[CH:20][C:5]([CH2:6][NH:7][C:8]([C:10]2[N:15]=[CH:14][N:13]=[C:12]([C:16]([OH:18])=[O:17])[CH:11]=2)=[O:9])=[CH:4][C:3]=1[CH3:22] |f:1.2|. Procedure details: 8.75 g (0.02 mol) of methyl 6-(4-fluoro-3-methylbenzylcarbamoyl)pyrimidine-4-carboxylate (70%) were taken up in 150 ml of ethanol, after which 1.89 g (0.022 mol) of NaOH in 6 ml of water were added. After 3 hours (h) at room temperature, the solvent was removed under reduced pressure and water was added to the residue; the solution was then brought to pH <2 with conc. HCl. The precipitate was filtered off with suction and dried. This resulted in 5.5 g (94%) of 6-(4-fluoro-3-methylbenzylcarbamoyl... Reactants: CC#N, O=C(O)c1cn(C2CC2)c2c(F)c(F)c(F)cc2c1=O, C1CC2CNC(C1)CN2, C1CCC2=NCCCN2CC1. Yields the product O=C(O)c1cn(C2CC2)c2c(F)c(N3CC4CCCC3CN4)c(F)cc2c1=O. As a reaction SMILES: [CH3:41][C:42]#[N:43].[CH:1]1([n:4]2[cH:5][c:6]([C:18](=[O:19])[OH:20])[c:7](=[O:17])[c:8]3[cH:9][c:10]([F:16])[c:11]([F:15])[c:12]([F:14])[c:13]23)[CH2:2][CH2:3]1.[CH:21]12[CH2:22][CH2:23][CH2:24][CH:25]([NH:26][CH2:27]1)[CH2:28][NH:29]2.[N:30]12[CH2:31][CH2:32][CH2:33][N:34]=[C:35]1[CH2:36][CH2:37][CH2:38][CH2:39][CH2:40]2>>[CH:1]1([n:4]2[cH:5][c:6]([C:18](=[O:19])[OH:20])[c:7](=[O:17])[c:8]3[cH:9][c:10]([F:16])[c:11]([N:26]4[CH:25]5[CH2:24][CH2:23][CH2:22][CH:21]([CH2:27]4)[NH:29][CH2:28]5)[c:12]([F:14])[c:13]23)[CH2:2][CH2:3]1. Starting materials: [Si](C)(C)(C(C)(C)C)O[C@@H]1C=2C3=C(C(=[N+](C2CC(C1)(C)C)[O-])C(C)C)[C@H](OC31CCCC1)C1=CC=C(C=C1)C(F)(F)F ((3′R,9′S)-9′-(tert-butyldimethylsilyloxy)-4′-isopropyl-7′,7′-dimethyl-3′-(4-(trifluoromethyl)phenyl)-6′,7′,8′,9′-tetrahydro-3′H-spiro[cyclopentane-1,1′-furo[3,4-c]quinoline]5′-oxide), C(C)(=O)OC(C)=O (acetic acid anhydride). Conditions: temperature 130 celsius. Yields the product C(C)(=O)O[C@H]1C(C[C@@H](C=2C3=C(C(=NC12)C(C)C)[C@H](OC31CCCC1)C1=CC=C(C=C1)C(F)(F)F)O[Si](C)(C)C(C)(C)C)(C)C ((3′R,6′S,9′S)-9′-(tert-butyldimethylsilyloxy)-4′-isopropyl-7′,7′-dimethyl-3′-(4-(trifluoromethyl)phenyl)-6′,7′,8′,9′-tetrahydro-3′H-spiro[cyclopentane-1,1′-furo[3,4-c]quinoline]-6′-yl acetate). Reaction SMILES: [Si:1]([O:8][C@H:9]1[CH2:18][C:17]([CH3:20])([CH3:19])[CH2:16][C:15]2[N+:14]([O-])=[C:13]([CH:22]([CH3:24])[CH3:23])[C:12]3[C@@H:25]([C:32]4[CH:37]=[CH:36][C:35]([C:38]([F:41])([F:40])[F:39])=[CH:34][CH:33]=4)[O:26][C:27]4([CH2:31][CH2:30][CH2:29][CH2:28]4)[C:11]=3[C:10]1=2)([C:4]([CH3:7])([CH3:6])[CH3:5])([CH3:3])[CH3:2].[C:42]([O:45]C(=O)C)(=[O:44])[CH3:43]>>[C:42]([O:45][C@@H:16]1[C:15]2[N:14]=[C:13]([CH:22]([CH3:24])[CH3:23])[C:12]3[C@@H:25]([C:32]4[CH:37]=[CH:36][C:35]([C:38]([F:41])([F:40])[F:39])=[CH:34][CH:33]=4)[O:26][C:27]4([CH2:31][CH2:30][CH2:29][CH2:28]4)[C:11]=3[C:10]=2[C@@H:9]([O:8][Si:1]([C:4]([CH3:7])([CH3:6])[CH3:5])([CH3:3])[CH3:2])[CH2:18][C:17]1([CH3:20])[CH3:19])(=[O:44])[CH3:43]. Procedure details: 250 mg (3′R,9′S)-9′-(tert-butyldimethylsilyloxy)-4′-isopropyl-7′,7′-dimethyl-3′-(4-(trifluoromethyl)phenyl)-6′,7′,8′,9′-tetrahydro-3′H-spiro[cyclopentane-1,1′-furo[3,4-c]quinoline]5′-oxide and 3 ml acetic acid anhydride are mixed and heated for 2 hours at 130° C. Excess acetic acid anhydride is removed in vacuo and the residue is diluted with diethylether. After washing with saturated aqueous sodium bicarbonate the organic phase is dried with sodium sulphate. The solvent is evaporated in vacuo a...